From a dataset of the Open Reaction Database (ORD), a public repository of structured organic reaction records. describe an organic reaction: reactants, conditions, products, and yield The reactants are FC(OC1=C(C=CC=C1)C(CCC=1N=C(OC1)C1=CC(=C(C=C1)OC)O)=O)F (1-(2-difluoromethoxyphenyl)-3-[2-(3-hydroxy-4-methoxy phenyl)oxazol-4-yl]propan-1-one), BrC(C)C (2-bromopropane). The product is FC(OC1=C(C=CC=C1)C(CCC=1N=C(OC1)C1=CC(=C(C=C1)OC)OC(C)C)=O)F (1-(2-difluoromethoxyphenyl)-3-[2-(3-isopropoxy-4-methoxyphenyl)oxazol-4-yl]propan-1-one). Reaction SMILES: [F:1][CH:2]([F:28])[O:3][C:4]1[CH:9]=[CH:8][CH:7]=[CH:6][C:5]=1[C:10](=[O:27])[CH2:11][CH2:12][C:13]1[N:14]=[C:15]([C:18]2[CH:23]=[CH:22][C:21]([O:24][CH3:25])=[C:20]([OH:26])[CH:19]=2)[O:16][CH:17]=1.Br[CH:30]([CH3:32])[CH3:31]>>[F:28][CH:2]([F:1])[O:3][C:4]1[CH:9]=[CH:8][CH:7]=[CH:6][C:5]=1[C:10](=[O:27])[CH2:11][CH2:12][C:13]1[N:14]=[C:15]([C:18]2[CH:23]=[CH:22][C:21]([O:24][CH3:25])=[C:20]([O:26][CH:30]([CH3:32])[CH3:31])[CH:19]=2)[O:16][CH:17]=1. Procedure details: Using the compound obtained in Example 270 and 2-bromopropane, white powdery 1-(2-difluoromethoxyphenyl)-3-[2-(3-isopropoxy-4-methoxyphenyl)oxazol-4-yl]propan-1-one was obtained following the procedure of Example 3. Starting materials: CC(C)(C)OC(=O)N1CCC(O)(C(=O)c2cc(Br)ccc2F)CC1, C1CCOC1, O. The product is CC(C)(C)OC(=O)N1CCC2(CC1)Oc1ccc(Br)cc1C2=O. RXN SMILES: [C:1]([CH3:2])([CH3:3])([CH3:4])[O:5][C:6](=[O:7])[N:8]1[CH2:9][CH2:10][C:11]([OH:14])([C:15]([c:16]2[c:17]([F:23])[cH:18][cH:19][c:20]([Br:22])[cH:21]2)=[O:24])[CH2:12][CH2:13]1.[CH2:26]1[O:27][CH2:28][CH2:29][CH2:30]1.[OH2:25]>>[C:1]([CH3:2])([CH3:3])([CH3:4])[O:5][C:6](=[O:7])[N:8]1[CH2:9][CH2:10][C:11]2([CH2:12][CH2:13]1)[O:14][c:17]1[c:16]([cH:21][c:20]([Br:22])[cH:19][cH:18]1)[C:15]2=[O:24]. The reactants are ClC1=CC=C(C(=C1C(=O)OC)F)C(NC1=CC(=CC=C1)C(F)(F)F)=NO (methyl 6-chloro-2-fluoro-3-(N′-hydroxy-N-(3-(trifluoromethyl)phenyl)carbamimidoyl)benzoate), [H-].[Na+] (NaH). The solvent is CN(C)C=O (DMF). Conditions: temperature 0 celsius, time 2 hour. Yields the product ClC1=C(C2=C(C(=NO2)NC2=CC(=CC=C2)C(F)(F)F)C=C1)C(=O)OC (methyl 6-chloro-3-(3-(trifluoromethyl)phenylamino)benzo[d]isoxazole-7-carboxylate), crude product. RXN SMILES: [Cl:1][C:2]1[C:7]([C:8]([O:10][CH3:11])=[O:9])=[C:6](F)[C:5]([C:13](=[N:25][OH:26])[NH:14][C:15]2[CH:20]=[CH:19][CH:18]=[C:17]([C:21]([F:24])([F:23])[F:22])[CH:16]=2)=[CH:4][CH:3]=1.[H-].[Na+]>CN(C=O)C>[Cl:1][C:2]1[CH:3]=[CH:4][C:5]2[C:13]([NH:14][C:15]3[CH:20]=[CH:19][CH:18]=[C:17]([C:21]([F:24])([F:23])[F:22])[CH:16]=3)=[N:25][O:26][C:6]=2[C:7]=1[C:8]([O:10][CH3:11])=[O:9] |f:1.2|. Procedure details: To a solution of methyl 6-chloro-2-fluoro-3-(N′-hydroxy-N-(3-(trifluoromethyl)phenyl)carbamimidoyl)benzoate (1.1 g, 2.8 mmol) in DMF cooled to 0° C. was added NaH (0.136 g, 3.39 mmol) portionwise. The resulting orange solution was stirred at 0° C. for 2 h. The reaction was partitioned between EtOAc (50 ml), brine (30 mL), and water (20 mL). The aqueous layer was back exacted with EtOAc (3×20 mL) and the combined EtOAc layer was dried (Na2SO4) and concentrated to provide the title compound as a c... Reactants: CC1=NC=CC(=C1)N (2-Methyl-pyridin-4-ylamine), C(C)OC(CN=C=O)=O (isocyanatoacetic acid ethyl ester). Solvent: C1CCOC1 (THF). Conditions: time 15 hour. Yields the product CC1=NC=CC(=C1)NC(NCC(=O)O)=O ([3-(2-Methyl-pyridin-4-yl)-ureido]-acetic acid). As a reaction SMILES: [CH3:1][C:2]1[CH:7]=[C:6]([NH2:8])[CH:5]=[CH:4][N:3]=1.C([O:11][C:12](=[O:17])[CH2:13][N:14]=[C:15]=[O:16])C>C1COCC1>[CH3:1][C:2]1[CH:7]=[C:6]([NH:8][C:15](=[O:16])[NH:14][CH2:13][C:12]([OH:17])=[O:11])[CH:5]=[CH:4][N:3]=1. Reported procedure: 2-Methyl-pyridin-4-ylamine (1.08 g, 10 mmol) is dissolved in dry THF (30 mL) and isocyanatoacetic acid ethyl ester (1.29 g, 10 mmol) is added. The mixture is stirred at r.t. for 15 h. The mixture is evaporated and 6N aq. HCl (20 mL) is added. The mixture is stirred at 50° C. for 6 h, evaporated and the residue purified by reversed phase MPLC to provide the title compound. Reactants: C1(CCCC1)C[C@@H](C(=O)N1[C@H](C(=O)N)CCC1)CN(OCC1=CC=CC=C1)C=O (1-[(2R)-3-cyclopentyl-2-({formyl[(phenylmethyl)oxy]amino}methyl)propanoyl]-L-prolinamide). The solvent is CO (MeOH). Run at time 3 hour. Product: C1(CCCC1)C[C@@H](C(=O)N1[C@H](C(=O)N)CCC1)CN(O)C=O (1-((2R)-3-cyclopentyl-2-{[formyl(hydroxy)amino]methyl}propanoyl)-L-prolinamide). Isolated yield 112.4%. As a reaction SMILES: [CH:1]1([CH2:6][C@H:7]([CH2:18][N:19]([CH:28]=[O:29])[O:20]CC2C=CC=CC=2)[C:8]([N:10]2[CH2:17][CH2:16][CH2:15][C@H:11]2[C:12]([NH2:14])=[O:13])=[O:9])[CH2:5][CH2:4][CH2:3][CH2:2]1>CO>[CH:1]1([CH2:6][C@H:7]([CH2:18][N:19]([CH:28]=[O:29])[OH:20])[C:8]([N:10]2[CH2:17][CH2:16][CH2:15][C@H:11]2[C:12]([NH2:14])=[O:13])=[O:9])[CH2:5][CH2:4][CH2:3][CH2:2]1. Procedure details: 1-[(2R)-3-cyclopentyl-2-({formyl[(phenylmethyl)oxy]amino}methyl)propanoyl]-L-prolinamide (24 g, 0.060 mol) was dissolved in MeOH (500 mL) and degassed. Catalyst (10% Pd/C, Degussa type, wet, 2.4 g) was added and the mixture was stirred under a hydrogen balloon for 3 hours. After degassing, the suspension was filtered through Celite, washing with methanol, and the filtrate was concentrated. The resulting foam was dissolved in ethyl acetate (50 mL) and diluted with toluene (˜500 mL.) This solution... Reactants: O=O (Oxygen), ClC=1C=CC2=C(CC(C(C(N2)=O)C(=O)OC)C2=CC=C(C=C2)OC)C1 (7-chloro-1,3,4,5-tetrahydro-3-(methoxycarbonyl)-4-(4-methoxyphenyl)-2H-1-benzazepin-2-one), solution, C[Si]([N-][Si](C)(C)C)(C)C.[K+] (potassium hexamethyldisilazide), C1(=CC=CC=C1)C (toluene). The solvent is O1CCCC1 (tetrahydrofuran). Reaction conditions: time 1 hour. The product is ClC=1C=CC2=C(CC(C(C(N2)=O)(C(=O)OC)O)C2=CC=C(C=C2)OC)C1 (7-Chloro-1,3,4,5-tetrahydro-3-hydroxy-3-(methoxycarbonyl)-4-(4-methoxyphenyl)-2H1-benzazepin-2-one). RXN SMILES: [O:1]=O.[Cl:3][C:4]1[CH:5]=[CH:6][C:7]2[NH:13][C:12](=[O:14])[CH:11]([C:15]([O:17][CH3:18])=[O:16])[CH:10]([C:19]3[CH:24]=[CH:23][C:22]([O:25][CH3:26])=[CH:21][CH:20]=3)[CH2:9][C:8]=2[CH:27]=1.C[Si](C)(C)[N-][Si](C)(C)C.[K+].C1(C)C=CC=CC=1>O1CCCC1>[Cl:3][C:4]1[CH:5]=[CH:6][C:7]2[NH:13][C:12](=[O:14])[C:11]([OH:1])([C:15]([O:17][CH3:18])=[O:16])[CH:10]([C:19]3[CH:20]=[CH:21][C:22]([O:25][CH3:26])=[CH:23][CH:24]=3)[CH2:9][C:8]=2[CH:27]=1 |f:2.3|. Procedure: Oxygen was bubbled through a solution of 7-chloro-1,3,4,5-tetrahydro-3-(methoxycarbonyl)-4-(4-methoxyphenyl)-2H-1-benzazepin-2-one (7.0 g, 19.46 mmole) in 100 ml of dry tetrahydrofuran at 0° C. while a 0.67M solution of potassium hexamethyldisilazide in toluene (87.64 ml, 58.76 mmole) was added dropwise over 15 minutes. The reaction was continued for 1 hour with the continued bubbling of oxygen at 0° C. The reaction was quenched with 75 ml of a 5% solution of potassium bisulfate, followed by the...